From a dataset of the Open Reaction Database (ORD), a public repository of structured organic reaction records. describe an organic reaction: reactants, conditions, products, and yield Reactants: ClC1=C(C=CC=C1)C1=NN2C(N=CC=C2OCC)=C1I (2-(2-chlorophenyl)-7-ethoxy-3-iodopyrazolo[1,5-a]pyrimidine), ClC1=CC=C(C=C1)B(O)O (4-chlorophenylboronic acid), C(=O)([O-])[O-].[K+].[K+] (K2CO3), (1,1′-bis(diphenylphosphino)ferrocene)dichloropalladium(II). Run at temperature 87 celsius. Product: ClC1=CC=C(C=C1)C=1C(=NN2C1N=CC=C2OCC)C2=C(C=CC=C2)Cl (3-(4-Chlorophenyl)-2-(2-chlorophenyl)-7-ethoxypyrazolo[1,5-a]pyrimidine). Isolated yield 29.3%. Reaction SMILES: [Cl:1][C:2]1[CH:7]=[CH:6][CH:5]=[CH:4][C:3]=1[C:8]1[C:19](I)=[C:11]2[N:12]=[CH:13][CH:14]=[C:15]([O:16][CH2:17][CH3:18])[N:10]2[N:9]=1.[Cl:21][C:22]1[CH:27]=[CH:26][C:25](B(O)O)=[CH:24][CH:23]=1.C([O-])([O-])=O.[K+].[K+]>>[Cl:21][C:22]1[CH:27]=[CH:26][C:25]([C:19]2[C:8]([C:3]3[CH:4]=[CH:5][CH:6]=[CH:7][C:2]=3[Cl:1])=[N:9][N:10]3[C:15]([O:16][CH2:17][CH3:18])=[CH:14][CH:13]=[N:12][C:11]=23)=[CH:24][CH:23]=1 |f:2.3.4|. Procedure details: To a mixture of 2-(2-chlorophenyl)-7-ethoxy-3-iodopyrazolo[1,5-a]pyrimidine (1–11A-1a; 6.76 g, 16.9 mmol), 4-chlorophenylboronic acid (4.07 g, 26.0 mmol), powdered K2CO3 (4.7 g, 34 mmol) and (1,1′-bis(diphenylphosphino)ferrocene)dichloropalladium(II), dichloromethane complex (0.69 g, 0.85 mmol) was added degassed dimethoxyethane (136 ml) and water (34 ml). The reaction was heated at 87° C. for 1.5 hours, cooled, and then concentrated under reduced pressure. The residue was dissolved in ethyl ace... The reactants are C(C=C)(=O)OCCCC (butyl acrylate), C(CCC)O (butanol), O (water). Solvent: C(C)(=O)OCCCC (butyl acetate). Yields the product C(CCC)OCCCC (dibutyl ether). As a reaction SMILES: [C:1]([O:5][CH2:6][CH2:7][CH2:8][CH3:9])(=O)[CH:2]=[CH2:3].[CH2:10](O)CCC.O>C(OCCCC)(=O)C>[CH2:1]([O:5][CH2:6][CH2:7][CH2:8][CH3:9])[CH2:2][CH2:3][CH3:10]. Procedure: The organic phase contained from 75 to 85% by weight of butyl acrylate, from 14 to 20% by weight of butanol, from 2 to 3% by weight of water, 1500 ppm of butyl acetate. The excess water corresponding to the conversion in the reaction was removed from the system through line 27. 5% by weight of the bottom product (product II), based on the amount of starting materials fed to the esterification, was discharged via line 28 and fed to a stirred vessel IV. There, the product was evaporated batchwise ... The reactants are C1(=CC=CC=C1)O (phenol), C1(CCCCC1)=O (cyclohexanone). The product is C1(=CC=CC=C1)O.C1(CCCCC1)=O (Phenol Cyclohexanone). Reaction SMILES: [C:1]1([OH:7])[CH:6]=[CH:5][CH:4]=[CH:3][CH:2]=1.[C:8]1(=[O:14])[CH2:13][CH2:12][CH2:11][CH2:10][CH2:9]1>>[C:1]1([OH:7])[CH:6]=[CH:5][CH:4]=[CH:3][CH:2]=1.[C:8]1(=[O:14])[CH2:13][CH2:12][CH2:11][CH2:10][CH2:9]1 |f:2.3|. Procedure: A mixture of 54 g of phenol and 52 g of cyclohexanone was placed in the kettle. The distillation then was carried out at atmospheric pressure. The results of this distillation are shown in the following Table I.